From a dataset of the Open Reaction Database (ORD), a public repository of structured organic reaction records. describe an organic reaction: reactants, conditions, products, and yield Reactants: NC1=NC(C(N1C)=O)(C1=CC=C(C=C1)OC(F)F)C1=CC(=C(C=C1)F)OCCC=C(F)F (2-amino-5-{3-[(4,4-difluorobut-3-en-1-yl)oxy]-4-fluorophenyl}-5-[4-(difluoromethoxy)phenyl]-3-methyl-3,5-dihydro-4H-imidazol-4-one). Solvent: CO (MeOH). The product is NC1=N[C@@](C(N1C)=O)(C1=CC=C(C=C1)OC(F)F)C1=CC(=C(C=C1)F)OCCC=C(F)F ((5S)-2-amino-5-{3-[(4,4-difluorobut-3-en-1-yl)oxy]-4-fluorophenyl}-5-[4-(difluoromethoxy)phenyl]-3-methyl-3,5-dihydro-4H-imidazol-4-one). RXN SMILES: [NH2:1][C:2]1[N:6]([CH3:7])[C:5](=[O:8])[C:4]([C:19]2[CH:24]=[CH:23][C:22]([F:25])=[C:21]([O:26][CH2:27][CH2:28][CH:29]=[C:30]([F:32])[F:31])[CH:20]=2)([C:9]2[CH:14]=[CH:13][C:12]([O:15][CH:16]([F:18])[F:17])=[CH:11][CH:10]=2)[N:3]=1>CO>[NH2:1][C:2]1[N:6]([CH3:7])[C:5](=[O:8])[C@@:4]([C:19]2[CH:24]=[CH:23][C:22]([F:25])=[C:21]([O:26][CH2:27][CH2:28][CH:29]=[C:30]([F:31])[F:32])[CH:20]=2)([C:9]2[CH:14]=[CH:13][C:12]([O:15][CH:16]([F:18])[F:17])=[CH:11][CH:10]=2)[N:3]=1. Procedure details: A racemic mixture of 2-amino-5-{3-[(4,4-difluorobut-3-en-1-yl)oxy]-4-fluorophenyl}-5-[4-(difluoromethoxy)phenyl]-3-methyl-3,5-dihydro-4H-imidazol-4-one was separated by chiral HPLC using column type Chiralcel AD, 5×50 cm; the mobile phase was 15% ethanol in hexane with 0.1% diethylamine at 100 mL/min to obtain the title S-isomer as a glass, identified by NMR and mass spectral analyses [mp glass; [α]D25=16° (c=1%, MeOH); MS (ES) m/z 454.0]. The reactants are C(C1=CC=CC=C1)(=O)C1=C(C(=O)O)C=CC=C1 (o-benzoylbenzoic acid), C(C)NCCN (N-ethylethylene-diamine). Product: C(C)N1CCN2C1(C1=CC=CC=C1C2=O)C2=CC=CC=C2 (1-ethyl-9b-phenyl-1,2,3,9b-tetrahydro-5H-imidazo[2,1-a]isoindol-5-one). Reaction SMILES: [C:1]([C:9]1[CH:17]=[CH:16][CH:15]=[CH:14][C:10]=1[C:11]([OH:13])=O)(=O)[C:2]1[CH:7]=[CH:6][CH:5]=[CH:4][CH:3]=1.[CH2:18]([NH:20][CH2:21][CH2:22][NH2:23])[CH3:19]>>[CH2:18]([N:20]1[C:1]2([C:2]3[CH:3]=[CH:4][CH:5]=[CH:6][CH:7]=3)[C:9]3[C:10]([C:11](=[O:13])[N:23]2[CH2:22][CH2:21]1)=[CH:14][CH:15]=[CH:16][CH:17]=3)[CH3:19]. Procedure details: Condense o-benzoylbenzoic acid (10 g.) and N-ethylethylene-diamine (15 ml.) by the procedure of Example 1 to obtain 1-ethyl-9b-phenyl-1,2,3,9b-tetrahydro-5H-imidazo[2,1-a]isoindol-5-one, m.p. 122°-4° C. (elemental analysis confirms the empirical formula C18H18N2O).